From a dataset of the Open Reaction Database (ORD), a public repository of structured organic reaction records. describe an organic reaction: reactants, conditions, products, and yield Starting materials: CC(C)(C)O, CI, CC1(C)CCC(C#N)c2ccccc21. The product is CC1(C)CCC(C)(C#N)c2ccccc21. As a reaction SMILES: [C:17]([OH:18])([CH3:19])([CH3:20])[CH3:21].[CH3:15][I:16].[CH3:1][C:2]1([CH3:14])[CH2:3][CH2:4][CH:5]([C:12]#[N:13])[c:6]2[cH:7][cH:8][cH:9][cH:10][c:11]21>>[CH3:1][C:2]1([CH3:14])[CH2:3][CH2:4][C:5]([C:12]#[N:13])([CH3:15])[c:6]2[cH:7][cH:8][cH:9][cH:10][c:11]21.